The task is: describe an organic reaction: reactants, conditions, products, and yield. This data is from the Open Reaction Database (ORD), a public repository of structured organic reaction records. Starting materials: FC1=C(OC=2C=C3C=NN(C3=CC2C2=CC=C(C=C2)S(=O)(=O)C)C2OCCCC2)C=CC(=C1)[N+](=O)[O-] (5-(2-fluoro-4-nitrophenoxy)-6-(4-(methylsulfonyl)phenyl)-1-(tetrahydro-2H-pyran-2-yl)-1H-indazole). The reagents and catalysts are [Pd] (Pd/C). Run in CCOC(=O)C (EtOAc). Reaction conditions: time 8 hour. Yields the product FC=1C=C(N)C=CC1OC=1C=C2C=NN(C2=CC1C1=CC=C(C=C1)S(=O)(=O)C)C1OCCCC1 (3-Fluoro-4-(6-(4-(methylsulfonyl)phenyl)-1-(tetrahydro-2H-pyran-2-yl)-1H-indazol-5-yloxy)aniline). Yield: 82.4%. As a reaction SMILES: [F:1][C:2]1[CH:33]=[C:32]([N+:34]([O-])=O)[CH:31]=[CH:30][C:3]=1[O:4][C:5]1[CH:6]=[C:7]2[C:11](=[CH:12][C:13]=1[C:14]1[CH:19]=[CH:18][C:17]([S:20]([CH3:23])(=[O:22])=[O:21])=[CH:16][CH:15]=1)[N:10]([CH:24]1[CH2:29][CH2:28][CH2:27][CH2:26][O:25]1)[N:9]=[CH:8]2>CCOC(C)=O.[Pd]>[F:1][C:2]1[CH:33]=[C:32]([CH:31]=[CH:30][C:3]=1[O:4][C:5]1[CH:6]=[C:7]2[C:11](=[CH:12][C:13]=1[C:14]1[CH:15]=[CH:16][C:17]([S:20]([CH3:23])(=[O:21])=[O:22])=[CH:18][CH:19]=1)[N:10]([CH:24]1[CH2:29][CH2:28][CH2:27][CH2:26][O:25]1)[N:9]=[CH:8]2)[NH2:34]. Procedure details: To a solution of 5-(2-fluoro-4-nitrophenoxy)-6-(4-(methylsulfonyl)phenyl)-1-(tetrahydro-2H-pyran-2-yl)-1H-indazole (320 mg, 0.63 mmol) in EtOAc (50 mL) is added Pd/C (10%, 100 mg). The resulting mixture is degassed by evacuation and backfilled with H2 three times. It is stirred under an atmosphere of H2 at RT overnight. The solid is removed by filtration and the filtrate is concentrated. The residue is purified by silica gel column chromatography eluting with DCM:MeOH (20:1) to give the desired ... The reactants are CC1(OC[C@H](O1)C(=O)N1CC=C(CC1)C1=C(C=C(C=C1)N1C(O[C@H](C1)CN1N=CN=N1)=O)F)C ((5R)-3-(4-(1-((4S)-2,2-Dimethyl-1,3-dioxolane-4-carbonyl)-1,2,5,6-tetrahydropyridin-4-yl)-3-fluorophenyl)-5-(tetrazol-2-ylmethyl)oxazolidin-2-one), Cl (hydrochloric acid). The solvent is O1CCCC1 (tetrahydrofuran). Reaction conditions: time 24 hour. Product: O[C@H](C(=O)N1CC=C(CC1)C1=C(C=C(C=C1)N1C(O[C@H](C1)CN1N=CN=N1)=O)F)CO ((5R)-3-(4-(1-((2S)-2,3-Dihydroxypropionyl)-1,2,5,6-tetrahydropyridin-4-yl)-3-fluorophenyl)-5-(tetrazol-2-ylmethyl)oxazolidin-2-one). Yield: 89.4%. As a reaction SMILES: CC1(C)[O:6][C@H:5]([C:7]([N:9]2[CH2:14][CH2:13][C:12]([C:15]3[CH:20]=[CH:19][C:18]([N:21]4[CH2:25][C@H:24]([CH2:26][N:27]5[N:31]=[N:30][CH:29]=[N:28]5)[O:23][C:22]4=[O:32])=[CH:17][C:16]=3[F:33])=[CH:11][CH2:10]2)=[O:8])[CH2:4][O:3]1.Cl>O1CCCC1>[OH:6][C@@H:5]([CH2:4][OH:3])[C:7]([N:9]1[CH2:14][CH2:13][C:12]([C:15]2[CH:20]=[CH:19][C:18]([N:21]3[CH2:25][C@H:24]([CH2:26][N:27]4[N:31]=[N:30][CH:29]=[N:28]4)[O:23][C:22]3=[O:32])=[CH:17][C:16]=2[F:33])=[CH:11][CH2:10]1)=[O:8]. Procedure details: (5R)-3-(4-(1-((4S)-2,2-Dimethyl-1,3-dioxolane-4-carbonyl)-1,2,5,6-tetrahydropyridin-4-yl)-3-fluorophenyl)-5-(tetrazol-2-ylmethyl)oxazolidin-2-one (550 mg, 1.17 mM) in a mixture of tetrahydrofuran (25 ml) and aqueous hydrochloric acid (1M, 10 ml) was stirred at room temperature for 24 hours, then concentrated by evaporation to a solid. The solid was filtered, washed with water, followed by a small volume of ethanol, then triturated with diethyl ether to give the title compound as a colourless sol... The reactants are C(C)O (ethanol), O.C1(=CC=C(C=C1)S(=O)(=O)O)C (p-toluenesulfonic acid monohydrate), ClC1=CC=C(C=C1)C1CC(=NN1C1=C(C=C(C=C1)Cl)Cl)C(=O)O (5-(4-chlorophenyl)-1-(2,4-dichlorophenyl)-4,5-dihydro-pyrazole-3-carboxylic acid). Solvent: C1(=CC=CC=C1)C (toluene). Conditions: temperature 80 celsius. The product is C(C)OC(=O)C1=NN(C(C1)C1=CC=C(C=C1)Cl)C1=C(C=C(C=C1)Cl)Cl (5-(4-Chloro-phenyl)-1-(2,4-dichloro-phenyl)-4,5-dihydro-1H-pyrazol-3-carboxylic acid ethyl ester). Reaction SMILES: [Cl:1][C:2]1[CH:7]=[CH:6][C:5]([CH:8]2[N:12]([C:13]3[CH:18]=[CH:17][C:16]([Cl:19])=[CH:15][C:14]=3[Cl:20])[N:11]=[C:10]([C:21]([OH:23])=[O:22])[CH2:9]2)=[CH:4][CH:3]=1.[CH2:24](O)[CH3:25].O.C1(C)C=CC(S(O)(=O)=O)=CC=1>C1(C)C=CC=CC=1>[CH2:24]([O:22][C:21]([C:10]1[CH2:9][CH:8]([C:5]2[CH:4]=[CH:3][C:2]([Cl:1])=[CH:7][CH:6]=2)[N:12]([C:13]2[CH:18]=[CH:17][C:16]([Cl:19])=[CH:15][C:14]=2[Cl:20])[N:11]=1)=[O:23])[CH3:25] |f:2.3|. Procedure details: 5-(4-chlorophenyl)-1-(2,4-dichlorophenyl)-4,5-dihydro-pyrazole-3-carboxylic acid (0.55 g, 1.50 mmol) was dissolved in 20 mL of toluene and (2 mL) ethanol and (0.05 g) of p-toluenesulfonic acid monohydrate were added. The mixture was heated at 80° C. for 72 hours. After cooling to room temperature, the reaction mixture washed with sodium hydrogen carbonate solution and water, dried over sodium sulphate and evaporated to dryness to give the title compound in form of oil. Isolated yield 53.2%. Conditions: time 30 minute. Starting materials: ClC(Cl)(OC(OC(Cl)(Cl)Cl)=O)Cl (triphosgene), C(O)([O-])=O.[Na+] (sodium hydrogencarbonate), ClC1=C(N)C=CC(=C1)OC1=NC=NC2=CC(=C(C=C12)OC)OC (2-Chloro-4-[(6,7-dimethoxy-4-quinazolinyl)oxy]-aniline), NC1=NC=C(C=C1)Cl (2-amino-5-chloropyridine). Reported procedure: 2-Chloro-4-[(6,7-dimethoxy-4-quinazolinyl)oxy]-aniline 50 mg) was dissolved in chloroform (5 ml) and triethylamine (1 ml), and a solution of triphosgene (45 mg) in chloroform was then added to the solution. The mixture was stirred at room temperature for 30 min. Next, 2-amino-5-chloropyridine (23 mg) was added to the reaction solution, and the mixture was stirred at 60° C. for additional one hr. A saturated aqueous sodium hydrogencarbonate solution was added to the reaction solution, and the mix... Run in C(C)N(CC)CC (triethylamine), C(Cl)(Cl)Cl (chloroform), C(Cl)(Cl)Cl (chloroform). RXN SMILES: [Cl:1][C:2]1[CH:8]=[C:7]([O:9][C:10]2[C:19]3[C:14](=[CH:15][C:16]([O:22][CH3:23])=[C:17]([O:20][CH3:21])[CH:18]=3)[N:13]=[CH:12][N:11]=2)[CH:6]=[CH:5][C:3]=1[NH2:4].Cl[C:25](Cl)([O:27]C(=O)OC(Cl)(Cl)Cl)Cl.[NH2:36][C:37]1[CH:42]=[CH:41][C:40]([Cl:43])=[CH:39][N:38]=1.C(=O)([O-])O.[Na+]>C(Cl)(Cl)Cl.C(N(CC)CC)C>[Cl:1][C:2]1[CH:8]=[C:7]([O:9][C:10]2[C:19]3[C:14](=[CH:15][C:16]([O:22][CH3:23])=[C:17]([O:20][CH3:21])[CH:18]=3)[N:13]=[CH:12][N:11]=2)[CH:6]=[CH:5][C:3]=1[NH:4][C:25]([NH:36][C:37]1[CH:42]=[CH:41][C:40]([Cl:43])=[CH:39][N:38]=1)=[O:27] |f:3.4|. Product: ClC1=C(C=CC(=C1)OC1=NC=NC2=CC(=C(C=C12)OC)OC)NC(=O)NC1=NC=C(C=C1)Cl (N-{2-Chloro-4-[(6,7-dimethoxy-4-quinazolinyl)oxy]phenyl}-N′-(5-chloro-2-pyridyl)urea). Reactants: COC(=O)CC(N)CSCc1ccc(OC)cc1, Cl, O=C(O)c1cc([N+](=O)[O-])c2[nH]c(-c3ccccc3)cc2c1. Product: COC(=O)CC(CSCc1ccc(OC)cc1)NC(=O)c1cc([N+](=O)[O-])c2[nH]c(-c3ccccc3)cc2c1. As a reaction SMILES: [CH3:23][O:24][C:25]([CH2:26][CH:27]([CH2:28][S:29][CH2:30][c:31]1[cH:32][cH:33][c:34]([O:37][CH3:38])[cH:35][cH:36]1)[NH2:39])=[O:40].[ClH:22].[c:1]1(-[c:7]2[nH:8][c:9]3[c:10]([N+:19](=[O:20])[O-:21])[cH:11][c:12]([C:16](=[O:17])[OH:18])[cH:13][c:14]3[cH:15]2)[cH:2][cH:3][cH:4][cH:5][cH:6]1>>[c:1]1(-[c:7]2[nH:8][c:9]3[c:10]([N+:19](=[O:20])[O-:21])[cH:11][c:12]([C:16](=[O:17])[NH:39][CH:27]([CH2:26][C:25]([O:24][CH3:23])=[O:40])[CH2:28][S:29][CH2:30][c:31]4[cH:32][cH:33][c:34]([O:37][CH3:38])[cH:35][cH:36]4)[cH:13][c:14]3[cH:15]2)[cH:2][cH:3][cH:4][cH:5][cH:6]1. Starting materials: C12C(=CC(C=C1)CC2)C(=O)O (Bicyclo[2.2.2]octa-2,5-diene-2-carboxylic acid). The reagents and catalysts are [Pd] (Pd/C). Solvent: CCOC(=O)C (EtOAc). Run at time 1.5 hour. Yields the product C12C(=CC(CC1)CC2)C(=O)O (Bicyclo[2.2.2]oct-2-ene-2-carboxylic acid). Isolated yield 98.8%. As a reaction SMILES: [CH:1]12[CH2:8][CH2:7][CH:4]([CH:5]=[CH:6]1)[CH:3]=[C:2]2[C:9]([OH:11])=[O:10]>CCOC(C)=O.[Pd]>[CH:1]12[CH2:6][CH2:5][CH:4]([CH2:7][CH2:8]1)[CH:3]=[C:2]2[C:9]([OH:11])=[O:10]. Reported procedure: Compound 11A (600 mg, 3.99 mmol) was dissolved in EtOAc (5 mL), 5% Pd/C (12 mg) was added and the mixture was stirred under a hydrogen balloon for 1.5 h. The reaction mixture was filtered through a pad of celite and concentrated under reduced pressure to give 600 mg of compound 11B as a yellow oil. No further purification was necessary. HPLC conditions: 95% at 2.65 min (YMC S5 ODS 4.6×50 mm, 10%-90% aqueous methanol over 4 minute gradient with 0.2% H3PO4, detecting at 220 nm). C. Bicyclo[2.2.2]o... Reactants: Cl (hydrochloric acid), ClC1=CC=C(C#N)C=C1 (4-chlorobenzonitrile), N[C@H](C(C)(C)S)C(=O)O (D-penicillamine), C([O-])([O-])=O.[K+].[K+] (potassium carbonate). The solvent is CO (methanol), O (water). Product: ClC1=CC=C(C(=O)N[C@H](C(C)(C)S)C(=O)O)C=C1 (N-(4'-chlorobenzovl)-D-penicillamine). RXN SMILES: [Cl:1][C:2]1[CH:9]=[CH:8][C:5]([C:6]#[N:7])=[CH:4][CH:3]=1.N[C@@H:11]([C:16]([OH:18])=[O:17])[C:12]([SH:15])([CH3:14])[CH3:13].C(=O)([O-])[O-:20].[K+].[K+].Cl>CO.O>[Cl:1][C:2]1[CH:9]=[CH:8][C:5]([C:6]([NH:7][C@@H:11]([C:16]([OH:18])=[O:17])[C:12]([SH:15])([CH3:14])[CH3:13])=[O:20])=[CH:4][CH:3]=1 |f:2.3.4|. Procedure details: 27.5 g (0.2 mole) 4-chlorobenzonitrile, 29.8 g (0.2 mole) D-penicillamine and 13.8 g (0.1 mole) potassium carbonate were heated in 350 ml methanol and 150 ml water for 6 hours at the boiling point. After the mixture was acidified with concentrated hydrochloric acid to pH 4, it was heated one hour under nitrogen at the boiling point. After it cooled off, 42.6 g (74% of theory) of a colorless precipitate was isolated, which had a melting point of 174° C.